Dataset: the Open Reaction Database (ORD), a public repository of structured organic reaction records. Task: describe an organic reaction: reactants, conditions, products, and yield Solvent: CO (methanol). Reported procedure: 3-Chloro-2-oxopropyl N-(2,3,4-trifluorophenyl)dithiocarbamate (4.0 g) prepared in the same manner as in Reference Example 6 was added to 30% HCl in methanol (15 ml) and the mixture was refluxed for 3 hours. The solvent was distilled off under reduced pressure and to the residue was added cooled water and the solution was extracted with chloroform. The extract was washed with a NaCl solution, dried over anhydrous sodium sulfate and the solvent was distilled off under reduced pressure. The residue... Yield: 69.0%. Reaction SMILES: [F:1][C:2]1[C:7]([F:8])=[C:6]([F:9])[CH:5]=[CH:4][C:3]=1[NH:10][C:11](=[S:18])[S:12][CH2:13][C:14](=O)[CH2:15][Cl:16].Cl>CO>[Cl:16][CH2:15][C:14]1[N:10]([C:3]2[CH:4]=[CH:5][C:6]([F:9])=[C:7]([F:8])[C:2]=2[F:1])[C:11](=[S:18])[S:12][CH:13]=1. Product: ClCC=1N(C(SC1)=S)C1=C(C(=C(C=C1)F)F)F (4-chloromethyl-3-(2,3,4-trifluorophenyl)-2(3H)-thiazolethione). The reactants are FC1=C(C=CC(=C1F)F)NC(SCC(CCl)=O)=S (3-Chloro-2-oxopropyl N-(2,3,4-trifluorophenyl)dithiocarbamate), Cl (HCl). Starting materials: CC(=O)OC(C)=O, OCCc1c(-c2ccccc2)n2nnnc2n2ncnc12, c1ccncc1. Product: CC(=O)[O-], OCCc1c(-c2ccccc2)n2nnnc2n2ncnc12. As a reaction SMILES: [CH3:22][C:23](=[O:24])[O:25][C:26](=[O:27])[CH3:28].[c:1]1(-[c:7]2[c:8]([CH2:19][CH2:20][OH:21])[c:9]3[n:10]([c:11]4[n:12]2[n:13][n:14][n:15]4)[n:16][cH:17][n:18]3)[cH:2][cH:3][cH:4][cH:5][cH:6]1.[cH:29]1[cH:30][cH:31][n:32][cH:33][cH:34]1>>[CH3:22][C:23](=[O:24])[O-:25].[c:1]1(-[c:7]2[c:8]([CH2:19][CH2:20][OH:21])[c:9]3[n:10]([c:11]4[n:12]2[n:13][n:14][n:15]4)[n:16][cH:17][n:18]3)[cH:2][cH:3][cH:4][cH:5][cH:6]1. Starting materials: CCN(C(C)C)C(C)C, CC(C)O, Fc1cccc2ncnc(Cl)c12, Nc1ccc2c(cnn2Cc2cccc(F)c2)c1. Product: Fc1cccc(Cn2ncc3cc(Nc4ncnc5cccc(F)c45)ccc32)c1. Reaction SMILES: [CH:31]([N:32]([CH:33]([CH3:34])[CH3:35])[CH2:36][CH3:37])([CH3:38])[CH3:39].[CH:40]([OH:41])([CH3:42])[CH3:43].[Cl:1][c:2]1[n:3][cH:4][n:5][c:6]2[cH:7][cH:8][cH:9][c:10]([F:12])[c:11]12.[F:13][c:14]1[cH:15][c:16]([CH2:17][n:18]2[n:19][cH:20][c:21]3[cH:22][c:23]([NH2:27])[cH:24][cH:25][c:26]23)[cH:28][cH:29][cH:30]1>>[c:2]1([NH:27][c:23]2[cH:22][c:21]3[cH:20][n:19][n:18]([CH2:17][c:16]4[cH:15][c:14]([F:13])[cH:30][cH:29][cH:28]4)[c:26]3[cH:25][cH:24]2)[n:3][cH:4][n:5][c:6]2[cH:7][cH:8][cH:9][c:10]([F:12])[c:11]12.